Dataset: the Open Reaction Database (ORD), a public repository of structured organic reaction records. Task: describe an organic reaction: reactants, conditions, products, and yield Starting materials: ClC1=NC(=CC2=CC=C(C=C12)OC)Cl (1,3-dichloro-7-methoxyisoquinoline), [NH4+].[OH-] (NH4OH), Cl (HCl), [Sn] (tin). The solvent is C(C)(=O)O (acetic acid). Conditions: temperature 60 celsius, time 3 hour. Yields the product ClC=1N=CC2=CC(=CC=C2C1)OC (3-chloro-7-methoxyisoquinoline). The yield is 20.7%. RXN SMILES: Cl[C:2]1[C:11]2[C:6](=[CH:7][CH:8]=[C:9]([O:12][CH3:13])[CH:10]=2)[CH:5]=[C:4]([Cl:14])[N:3]=1.Cl.[Sn].[NH4+].[OH-]>C(O)(=O)C>[Cl:14][C:4]1[N:3]=[CH:2][C:11]2[C:6]([CH:5]=1)=[CH:7][CH:8]=[C:9]([O:12][CH3:13])[CH:10]=2 |f:3.4,^3:15|. Procedure details: 1,3-dichloro-7-methoxyisoquinoline (1.14 g, 5.00 mmol) was suspended in glacial acetic acid (6 mL) and concentrated HCl (2 mL), then treated with tin powder (1.77 g, 15.0 mmol) and stirred at 60° C. for 3 hours. The resulting mixture was basified to pH=9 with concentrated NH4OH and then extracted with ethyl acetate (10 mL×3). The combined organic layer was washed with saturated NaHCO3 solution (20 mL), dried over Na2SO4 and concentrated in vacuo, followed by silica gel column (EtOAc/PE=20:1) to ... Reactants: FC1=NC=CC=C1C1=CC(=C2CCCCN12)C#N (3-(2-fluoro-3-pyridyl)-5,6,7,8-tetrahydroindolizine-1-carbonitrile), powder, BrN1C(CCC1=O)=O (N-bromosuccinimide). Yields the product BrC=1C(=C2CCCCN2C1C=1C(=NC=CC1)F)C#N (2-bromo-3-(2-fluoro-3-pyridyl)-5,6,7,8-tetrahydroindolizine-1-carbonitrile). Isolated yield 84.8%. Reaction SMILES: [F:1][C:2]1[C:7]([C:8]2[N:16]3[C:11]([CH2:12][CH2:13][CH2:14][CH2:15]3)=[C:10]([C:17]#[N:18])[CH:9]=2)=[CH:6][CH:5]=[CH:4][N:3]=1.[Br:19]N1C(=O)CCC1=O>>[Br:19][C:9]1[C:10]([C:17]#[N:18])=[C:11]2[N:16]([C:8]=1[C:7]1[C:2]([F:1])=[N:3][CH:4]=[CH:5][CH:6]=1)[CH2:15][CH2:14][CH2:13][CH2:12]2. Procedure: 2-Bromo-3-(2-fluoro-3-pyridyl)-5,6,7,8-tetrahydroindolizine-1-carbonitrile is prepared as described in Example 9, from 1.6 g of 3-(2-fluoro-3-pyridyl)-5,6,7,8-tetrahydroindolizine-1-carbonitrile and 1.3 g of N-bromosuccinimide. 1.8 g of 2-bromo-3-(2-fluoro-3-pyridyl)-5,6,7,8-tetrahydroindolizine-1-carbonitrile are thus obtained in the form of beige powder melting at 172° C. The reactants are CC(=O)C1=C(C)NC(CCCCN=[N+]=[N-])=C(C(=O)OCCC#N)C1c1ccc([N+](=O)[O-])cc1, CC(C)=O, [K+], [OH-]. The product is CC(=O)C1=C(C)NC(CCCCN=[N+]=[N-])=C(C(=O)O)C1c1ccc([N+](=O)[O-])cc1. Reaction SMILES: [C:1]([CH3:2])(=[O:3])[C:4]1=[C:9]([CH3:10])[NH:8][C:7]([CH2:11][CH2:12][CH2:13][CH2:14][N:15]=[N+:16]=[N-:17])=[C:6]([C:18](=[O:19])[O:20][CH2:21][CH2:22][C:23]#[N:24])[CH:5]1[c:25]1[cH:26][cH:27][c:28]([N+:31](=[O:32])[O-:33])[cH:29][cH:30]1.[CH3:36][C:37](=[O:38])[CH3:39].[K+:35].[OH-:34]>>[C:1]([CH3:2])(=[O:3])[C:4]1=[C:9]([CH3:10])[NH:8][C:7]([CH2:11][CH2:12][CH2:13][CH2:14][N:15]=[N+:16]=[N-:17])=[C:6]([C:18](=[O:19])[OH:20])[CH:5]1[c:25]1[cH:26][cH:27][c:28]([N+:31](=[O:32])[O-:33])[cH:29][cH:30]1. Starting materials: NC1=C(C=C(C=C1)SCC1=CC=CC=C1)/C=C/C(=O)OCC ((E)-ethyl 3-(2-amino-5-(benzylthio)phenyl)acrylate), ClC1=NC(=C(C=C1Cl)I)OC (2,3-dichloro-5-iodo-6-methoxypyridine), C([O-])([O-])=O.[Cs+].[Cs+] (cesium carbonate). The reagents and catalysts are C=1C=CC(=CC1)/C=C/C(=O)/C=C/C2=CC=CC=C2.C=1C=CC(=CC1)/C=C/C(=O)/C=C/C2=CC=CC=C2.C=1C=CC(=CC1)/C=C/C(=O)/C=C/C2=CC=CC=C2.[Pd].[Pd] (Pd2(dba)3), CC1(C2=C(C(=CC=C2)P(C3=CC=CC=C3)C4=CC=CC=C4)OC5=C(C=CC=C51)P(C6=CC=CC=C6)C7=CC=CC=C7)C (xantphos). The solvent is CCOC(=O)C (EtOAc). Reaction conditions: temperature 90 celsius. The product is C(C1=CC=CC=C1)SC=1C=CC(=C(C1)/C=C/C(=O)OCC)NC=1C(=NC(=C(C1)Cl)Cl)OC ((E)-ethyl 3-(5-(benzylthio)-2-((5,6-dichloro-2-methoxypyridin-3-yl)amino)phenyl)acrylate). The yield is 81.3%. Reaction SMILES: [NH2:1][C:2]1[CH:7]=[CH:6][C:5]([S:8][CH2:9][C:10]2[CH:15]=[CH:14][CH:13]=[CH:12][CH:11]=2)=[CH:4][C:3]=1/[CH:16]=[CH:17]/[C:18]([O:20][CH2:21][CH3:22])=[O:19].[Cl:23][C:24]1[C:29]([Cl:30])=[CH:28][C:27](I)=[C:26]([O:32][CH3:33])[N:25]=1.C(=O)([O-])[O-].[Cs+].[Cs+]>CCOC(C)=O.C1C=CC(/C=C/C(/C=C/C2C=CC=CC=2)=O)=CC=1.C1C=CC(/C=C/C(/C=C/C2C=CC=CC=2)=O)=CC=1.C1C=CC(/C=C/C(/C=C/C2C=CC=CC=2)=O)=CC=1.[Pd].[Pd].CC1(C)C2C(=C(P(C3C=CC=CC=3)C3C=CC=CC=3)C=CC=2)OC2C(P(C3C=CC=CC=3)C3C=CC=CC=3)=CC=CC1=2>[CH2:9]([S:8][C:5]1[CH:6]=[CH:7][C:2]([NH:1][C:27]2[C:26]([O:32][CH3:33])=[N:25][C:24]([Cl:23])=[C:29]([Cl:30])[CH:28]=2)=[C:3](/[CH:16]=[CH:17]/[C:18]([O:20][CH2:21][CH3:22])=[O:19])[CH:4]=1)[C:10]1[CH:15]=[CH:14][CH:13]=[CH:12][CH:11]=1 |f:2.3.4,6.7.8.9.10|. Reported procedure: A RBF was charged with (E)-ethyl 3-(2-amino-5-(benzylthio)phenyl)acrylate (2.0 g, 6.38 mmol)), 2,3-dichloro-5-iodo-6-methoxypyridine (2.327 g, 7.66 mmol)), xantphos (0.185 g, 0.319 mmol)), Pd2(dba)3 (0.146 g, 0.160 mmol)), and cesium carbonate (2.91 g, 8.93 mmol)) were added. A reflux condenser was attached and the flask was heated at 90° C. overnight. The mixture was cooled to RT, diluted with EtOAc, and filtered through celite, with the aid of EtOAc. The filtrate was concentrated and i-PrOH wa...